This data is from the Open Reaction Database (ORD), a public repository of structured organic reaction records. The task is: describe an organic reaction: reactants, conditions, products, and yield Reactants: C(C)OC(CC=1C=C(C(=CC1)OC)C1=C(C=C(C=C1)C(F)(F)F)CN(C(OC1=CC=CC=C1)=NC#N)CC)=O ([2′-(3-Cyano-1-ethyl-2-phenyl-isoureidomethyl)-6-methoxy-4′-trifluoromethyl-biphenyl-3-yl]-acetic acid ethyl ester), O (H2O), [OH-].[Li+] (lithium hydroxide). Run in C1CCOC1 (THF), CO (MeOH). The product is C(#N)NC(N(CC)CC1=C(C=CC(=C1)C(F)(F)F)C1=CC(=CC=C1OC)CC(=O)O)=O ([2′-(3-Cyano-1-ethyl-ureidomethyl)-6-methoxy-4′-trifluoromethyl-biphenyl-3-yl]-acetic acid). RXN SMILES: C([O:3][C:4](=[O:39])[CH2:5][C:6]1[CH:7]=[C:8]([C:14]2[CH:19]=[CH:18][C:17]([C:20]([F:23])([F:22])[F:21])=[CH:16][C:15]=2[CH2:24][N:25]([CH2:37][CH3:38])[C:26](=[N:34][C:35]#[N:36])[O:27]C2C=CC=CC=2)[C:9]([O:12][CH3:13])=[CH:10][CH:11]=1)C.O.[OH-].[Li+]>C1COCC1.CO>[C:35]([NH:34][C:26](=[O:27])[N:25]([CH2:24][C:15]1[CH:16]=[C:17]([C:20]([F:21])([F:23])[F:22])[CH:18]=[CH:19][C:14]=1[C:8]1[C:9]([O:12][CH3:13])=[CH:10][CH:11]=[C:6]([CH2:5][C:4]([OH:39])=[O:3])[CH:7]=1)[CH2:37][CH3:38])#[N:36] |f:2.3|. Reported procedure: [2′-(3-Cyano-1-ethyl-2-phenyl-isoureidomethyl)-6-methoxy-4′-trifluoromethyl-biphenyl-3-yl]-acetic acid ethyl ester (0.100 g, 0.19 mmol) in THF (2 mL), MeOH (0.5 mL), and H2O (0.5 mL) was treated with lithium hydroxide (0.030 g, 0.71 mmol), and the reaction was stirred at room temperature until no starting material was seen by analytical LCMS. The crude material was purified by preparative HPLC to give the title compound. Reactants: COC(CC1=CC(=CC=C1)OCCCBr)=O ((3-{3-bromo-propoxy}-phenyl)acetic acid methyl ester), ClC1=C(CNC[C@@H](C)C2=CC=CC=C2)C=CC=C1C(F)(F)F ((S)-(2-Chloro-3-trifluoromethyl-benzyl)-(2-phenyl-propyl)-amine), C([O-])([O-])=O.[K+].[K+] (potassium carbonate). Run in C(C)#N (acetonitrile). Reaction conditions: time 48 hour. Yields the product COC(CC1=CC(=CC=C1)OCCCN(C[C@@H](C)C1=CC=CC=C1)CC1=C(C(=CC=C1)C(F)(F)F)Cl)=O ((S)-(3-{3-[[2-Chloro-3-(trifluoromethyl)benzyl](2-phenyl-propyl)amino]propoxy}-phenyl)acetic acid methyl ester). Isolated yield 74.9%. Reaction SMILES: [CH3:1][O:2][C:3](=[O:16])[CH2:4][C:5]1[CH:10]=[CH:9][CH:8]=[C:7]([O:11][CH2:12][CH2:13][CH2:14]Br)[CH:6]=1.[Cl:17][C:18]1[C:34]([C:35]([F:38])([F:37])[F:36])=[CH:33][CH:32]=[CH:31][C:19]=1[CH2:20][NH:21][CH2:22][C@H:23]([C:25]1[CH:30]=[CH:29][CH:28]=[CH:27][CH:26]=1)[CH3:24].C(=O)([O-])[O-].[K+].[K+]>C(#N)C>[CH3:1][O:2][C:3](=[O:16])[CH2:4][C:5]1[CH:10]=[CH:9][CH:8]=[C:7]([O:11][CH2:12][CH2:13][CH2:14][N:21]([CH2:20][C:19]2[CH:31]=[CH:32][CH:33]=[C:34]([C:35]([F:36])([F:37])[F:38])[C:18]=2[Cl:17])[CH2:22][C@H:23]([C:25]2[CH:26]=[CH:27][CH:28]=[CH:29][CH:30]=2)[CH3:24])[CH:6]=1 |f:2.3.4|. Procedure: A solution of (3-{3-bromo-propoxy}-phenyl)acetic acid methyl ester (0.55 g, 1.5 mmol) and (S)-(2-Chloro-3-trifluoromethyl-benzyl)-(2-phenyl-propyl)-amine (0.55 g, 1.6 mmol) in acetonitrile (10 ml) was treated with solid potassium carbonate(0.4 g, 2.4 mmol). The reaction was heated to reflux and stirred for 48 h. Upon cooling to RT, the reaction was filtered through a pad of celite, washed with ethyl acetate, and the filtrate was concentrated in vacuo. The crude product was purified by column chr... Starting materials: C#CC(CC)O (1-pentyn-3-ol), FC=1C(=C2/C(/C(NC2=CC1)=O)=C/C=1NC=CC1)I ((Z)-1,3-dihydro-5-fluoro-4-iodo-3-[(1H-pyrrol-2-yl)methylene]-2H-indol-2-one), FC=1C(=C2/C(/C(NC2=CC1)=O)=C/C=1NC=CC1)I ((Z)-1,3-dihydro-5-fluoro-4-iodo-3-[(1H-pyrrol-2-yl)methylene]-2H-indol-2-one). Reagents/catalysts: C=1C=CC(=CC1)[P](C=2C=CC=CC2)(C=3C=CC=CC3)[Pd]([P](C=4C=CC=CC4)(C=5C=CC=CC5)C=6C=CC=CC6)([P](C=7C=CC=CC7)(C=8C=CC=CC8)C=9C=CC=CC9)[P](C=1C=CC=CC1)(C=1C=CC=CC1)C=1C=CC=CC1 ((Ph3P)4Pd). Run in CCN(CC)CC (Et3N), CN(C)C=O (DMF). Yields the product FC=1C(=C2/C(/C(NC2=CC1)=O)=C/C=1NC=CC1)C#CC(CC)O (rac-(Z)-1,3-Dihydro-5-fluoro-4-(3-hydroxy-1-pentynyl)-3-[(1H-pyrrol-2-yl)methylene]-2H-indol-2-one). RXN SMILES: [CH:1]#[C:2][CH:3]([OH:6])[CH2:4][CH3:5].[F:7][C:8]1[C:9](I)=[C:10]2[C:14](=[CH:15][CH:16]=1)[NH:13][C:12](=[O:17])/[C:11]/2=[CH:18]\[C:19]1[NH:20][CH:21]=[CH:22][CH:23]=1>C1C=CC([P]([Pd]([P](C2C=CC=CC=2)(C2C=CC=CC=2)C2C=CC=CC=2)([P](C2C=CC=CC=2)(C2C=CC=CC=2)C2C=CC=CC=2)[P](C2C=CC=CC=2)(C2C=CC=CC=2)C2C=CC=CC=2)(C2C=CC=CC=2)C2C=CC=CC=2)=CC=1.CN(C=O)C.CCN(CC)CC>[F:7][C:8]1[C:9]([C:1]#[C:2][CH:3]([OH:6])[CH2:4][CH3:5])=[C:10]2[C:14](=[CH:15][CH:16]=1)[NH:13][C:12](=[O:17])/[C:11]/2=[CH:18]\[C:19]1[NH:20][CH:21]=[CH:22][CH:23]=1 |^1:28,30,49,68|. Procedure: Using Method C above, 1-pentyn-3-ol (58.9 mg, 0.7 mmol) (Aldrich) was coupled with (Z)-1,3-dihydro-5-fluoro-4-iodo-3-[(1H-pyrrol-2-yl)methylene]-2H-indol-2-one (100 mg, 0.28 mmol) (Starting Material 5, supra) using (Ph3P)4Pd (32 mg) and Cul (5.3 mg) as catalyst in DMF (5 mL) and Et3N (5 mL) as solvent at 85° C. for 10 h to yield rac-(Z)-1,3-Dihydro-5-fluoro-4-(3-hydroxy-1-pentynyl)-3-[(1H-pyrrol-2-yl)methylene]-2H-indol-2-one. (Yield 64 mg, 70%).